Dataset: the Open Reaction Database (ORD), a public repository of structured organic reaction records. Task: describe an organic reaction: reactants, conditions, products, and yield Yields the product NC=1C(=NC2=CC=C(C=C2C1C1=CC=CC=C1)Cl)SC (3-Amino-6-chloro-2-methylthio-4-phenyl-quinoline). Starting materials: NC=1C(=NC2=CC=C(C=C2C1C1=CC=CC=C1)Cl)OP(=O)(N1CCOCC1)N1CCOCC1 (3-amino-6-chloro-2-(dimorpholino)phosphinyloxy-4-phenylquinoline), solution, [Na] (sodium), CS (methyl mercaptan). The solvent is O1CCCC1 (tetrahydrofuran). RXN SMILES: [NH2:1][C:2]1[C:3](OP(N2CCOCC2)(N2CCOCC2)=O)=[N:4][C:5]2[C:10]([C:11]=1[C:12]1[CH:17]=[CH:16][CH:15]=[CH:14][CH:13]=1)=[CH:9][C:8]([Cl:18])=[CH:7][CH:6]=2.[Na].[CH3:35][SH:36]>O1CCCC1>[NH2:1][C:2]1[C:3]([S:36][CH3:35])=[N:4][C:5]2[C:10]([C:11]=1[C:12]1[CH:17]=[CH:16][CH:15]=[CH:14][CH:13]=1)=[CH:9][C:8]([Cl:18])=[CH:7][CH:6]=2 |^1:33|. Procedure details: To a stirred solution of 488.9 mg (1.0 mmole) of 3-amino-6-chloro-2-(dimorpholino)phosphinyloxy-4-phenylquinoline in 30 ml of dry tetrahydrofuran was added 4 ml of a 1M solution of sodium salt of methyl mercaptan in cellusolve. The reaction mixture was heated to reflux for 2 hrs. The resulting suspension was then allowed to cool to room temperature at which time the insoluble salts were removed by filtration. The filtrate was concentrated to an oily gum. The gum was separated by preparative thin...